From a dataset of the Open Reaction Database (ORD), a public repository of structured organic reaction records. describe an organic reaction: reactants, conditions, products, and yield Reactants: C1(=CC=CC=C1)CCN1CCNCC1 (4-(2-phenylethyl)piperazine), ClCC(=O)N1C=2N(C(=CC1)C1=CC(=CC=C1)C(F)(F)F)N=CC2C#N (4-(Chloroacetyl)-4,5-dihydro-7-[3-(trifluoromethyl)-phenyl]pyrazolo[1,5-a]pyrimidine-3-carbonitrile). Yields the product Cl.Cl.C1(=CC=CC=C1)CCN1CCN(CC1)CC(=O)N1C=2N(C(=CC1)C1=CC(=CC=C1)C(F)(F)F)N=CC2C#N (4,5-Dihydro-4-[[4-(2-phenylethyl)-1-piperazinyl)acetyl]-7-[3-(trifluoromethyl)phenyl]pyrazolo[1,5-a]pyrimidine-3-carbonitrile, dihydrochloride). Reaction SMILES: [C:1]1([CH2:7][CH2:8][N:9]2[CH2:14][CH2:13][NH:12][CH2:11][CH2:10]2)[CH:6]=[CH:5][CH:4]=[CH:3][CH:2]=1.[Cl:15][CH2:16][C:17]([N:19]1[CH2:24][CH:23]=[C:22]([C:25]2[CH:30]=[CH:29][CH:28]=[C:27]([C:31]([F:34])([F:33])[F:32])[CH:26]=2)[N:21]2[N:35]=[CH:36][C:37]([C:38]#[N:39])=[C:20]12)=[O:18]>>[ClH:15].[ClH:15].[C:1]1([CH2:7][CH2:8][N:9]2[CH2:10][CH2:11][N:12]([CH2:16][C:17]([N:19]3[CH2:24][CH:23]=[C:22]([C:25]4[CH:30]=[CH:29][CH:28]=[C:27]([C:31]([F:34])([F:32])[F:33])[CH:26]=4)[N:21]4[N:35]=[CH:36][C:37]([C:38]#[N:39])=[C:20]34)=[O:18])[CH2:13][CH2:14]2)[CH:6]=[CH:5][CH:4]=[CH:3][CH:2]=1 |f:2.3.4|. Reported procedure: The above compound was prepared by the reaction of 4-(2-phenylethyl)piperazine with the compound of Example 1 by the methods of Examples 16 then 77, mp 235°-237° C. The reactants are CC(C)(C)OC(=O)N1CCC1COc1cncc([Sn](C)(C)C)c1, [Cu]I, OCCCc1ccccc1I, N#N, CN(C)C=O, c1ccc(P(c2ccccc2)(c2ccccc2)[Pd](P(c2ccccc2)(c2ccccc2)c2ccccc2)(P(c2ccccc2)(c2ccccc2)c2ccccc2)P(c2ccccc2)(c2ccccc2)c2ccccc2)cc1. Yields the product CC(C)(C)OC(=O)N1CCC1COc1cncc(-c2ccccc2CCCO)c1. As a reaction SMILES: [C:1]([CH3:2])([CH3:3])([CH3:4])[O:5][C:6](=[O:7])[N:8]1[CH:9]([CH2:12][O:13][c:14]2[cH:15][n:16][cH:17][c:18]([Sn:20]([CH3:21])([CH3:22])[CH3:23])[cH:19]2)[CH2:10][CH2:11]1.[Cu:42][I:43].[I:24][c:25]1[c:26]([CH2:31][CH2:32][CH2:33][OH:34])[cH:27][cH:28][cH:29][cH:30]1.[N:35]#[N:36].[O:37]=[CH:38][N:39]([CH3:40])[CH3:41].[cH:44]1[cH:45][cH:46][c:47]([P:48]([Pd:49]([P:50]([c:51]2[cH:52][cH:53][cH:54][cH:55][cH:56]2)([c:57]2[cH:58][cH:59][cH:60][cH:61][cH:62]2)[c:63]2[cH:64][cH:65][cH:66][cH:67][cH:68]2)([P:69]([c:70]2[cH:71][cH:72][cH:73][cH:74][cH:75]2)([c:76]2[cH:77][cH:78][cH:79][cH:80][cH:81]2)[c:82]2[cH:83][cH:84][cH:85][cH:86][cH:87]2)[P:88]([c:89]2[cH:90][cH:91][cH:92][cH:93][cH:94]2)([c:95]2[cH:96][cH:97][cH:98][cH:99][cH:100]2)[c:101]2[cH:102][cH:103][cH:104][cH:105][cH:106]2)([c:107]2[cH:108][cH:109][cH:110][cH:111][cH:112]2)[c:113]2[cH:114][cH:115][cH:116][cH:117][cH:118]2)[cH:119][cH:120]1>>[C:1]([CH3:2])([CH3:3])([CH3:4])[O:5][C:6](=[O:7])[N:8]1[CH:9]([CH2:12][O:13][c:14]2[cH:15][n:16][cH:17][c:18](-[c:25]3[c:26]([CH2:31][CH2:32][CH2:33][OH:34])[cH:27][cH:28][cH:29][cH:30]3)[cH:19]2)[CH2:10][CH2:11]1. The reactants are COC(=O)C=1C(=C2C=C(C(N(C2=C(N1)C=1C=NC=CC1)CC1=CC=CC=C1)=O)C1=CC=CC=C1)O (1-benzyl-5-hydroxy-2-oxo-3-phenyl-8-pyridin-3-yl-1,2-dihydro-[1,7]naphthyridine-6-carboxylic acid methyl ester), NCC(=O)O (glycine), C[O-].[Na+] (NaOMe). Yields the product C(C1=CC=CC=C1)N1C(C(=CC2=C(C(=NC(=C12)C=1C=NC=CC1)C(=O)NCC(=O)O)O)C1=CC=CC=C1)=O ([(1-Benzyl-5-hydroxy-2-oxo-3-phenyl-8-pyridin-3-yl-1,2-dihydro-[1,7]naphthyridine-6-carbonyl)-amino]-acetic acid). Isolated yield 35.3%. RXN SMILES: C[O:2][C:3]([C:5]1[C:6]([OH:35])=[C:7]2[C:12](=[C:13]([C:15]3[CH:16]=[N:17][CH:18]=[CH:19][CH:20]=3)[N:14]=1)[N:11]([CH2:21][C:22]1[CH:27]=[CH:26][CH:25]=[CH:24][CH:23]=1)[C:10](=[O:28])[C:9]([C:29]1[CH:34]=[CH:33][CH:32]=[CH:31][CH:30]=1)=[CH:8]2)=O.[NH2:36][CH2:37][C:38]([OH:40])=[O:39].C[O-].[Na+]>>[CH2:21]([N:11]1[C:12]2[C:7](=[C:6]([OH:35])[C:5]([C:3]([NH:36][CH2:37][C:38]([OH:40])=[O:39])=[O:2])=[N:14][C:13]=2[C:15]2[CH:16]=[N:17][CH:18]=[CH:19][CH:20]=2)[CH:8]=[C:9]([C:29]2[CH:30]=[CH:31][CH:32]=[CH:33][CH:34]=2)[C:10]1=[O:28])[C:22]1[CH:27]=[CH:26][CH:25]=[CH:24][CH:23]=1 |f:2.3|. Procedure details: A mixture of 1-benzyl-5-hydroxy-2-oxo-3-phenyl-8-pyridin-3-yl-1,2-dihydro-[1,7]naphthyridine-6-carboxylic acid methyl ester (64 mg, 0.14 mmol), glycine (3.42 g, 46 mmol) and NaOMe solution (69 mL, 35 mmol, 0.5 M in MeOH) was refluxed for 16 h. After the mixture was cooled to r.t., the solvent was evaporated in vacuo. The residue was dissolved in saturated NaHCO3 and washed with ether. The aqueous layer was acidified to pH about 3, and the resulting mixture was extracted with EtOAc. The organic l... Reactants: C(#N)CC(=O)OC (methyl cyanoacetate), C(C1=CC=CC=C1)=O (benzaldehyde), C(C)(=O)O (acetic acid), O (water). The reagents and catalysts are NCCC(=O)O (β-alanine). Solvent: C1=CC=CC=C1 (benzene). Product: C(#N)/C(/C(=O)OC)=C\C1=CC=CC=C1 ((E)-Methyl 2-Cyano-3-phenyl-2-propenoate). Isolated yield 91.3%. As a reaction SMILES: [C:1]([CH2:3][C:4]([O:6][CH3:7])=[O:5])#[N:2].[CH:8](=O)[C:9]1[CH:14]=[CH:13][CH:12]=[CH:11][CH:10]=1.C(O)(=O)C.O>C1C=CC=CC=1.NCCC(O)=O>[C:1](/[C:3](=[CH:8]\[C:9]1[CH:14]=[CH:13][CH:12]=[CH:11][CH:10]=1)/[C:4]([O:6][CH3:7])=[O:5])#[N:2]. Reported procedure: A mixture containing 2.0 mL (22.7 mmoles) of methyl cyanoacetate, 2.38 g (22.4 mmoles) of benzaldehyde, 18 mg of β-alanine, and 1.00 mL of glacial acetic acid in 35 mL of benzene was heated at reflux for 2 hours with continuous azeotropic removal of water by means of a Dean-Stark trap. The product was isolated as described in the procedure of Example I, affording 3.83 g (91% yield) of crystalline cyanoester 2: mp 90°-91° C.